From a dataset of the Open Reaction Database (ORD), a public repository of structured organic reaction records. describe an organic reaction: reactants, conditions, products, and yield RXN SMILES: [CH3:1][O:2][CH2:3][O:4][c:5]1[c:6]([C:7](=[O:8])[N:9]2[CH2:10][S:11][CH2:12][CH2:13]2)[cH:14][cH:15][c:16]([O:21][CH3:22])[c:17]1[CH2:18][CH2:19][CH3:20].[CH3:34][OH:35].[c:23]1([CH3:24])[cH:25][cH:26][c:27]([S:28]([OH:29])(=[O:30])=[O:31])[cH:32][cH:33]1>>[OH:4][c:5]1[c:6]([C:7](=[O:8])[N:9]2[CH2:10][S:11][CH2:12][CH2:13]2)[cH:14][cH:15][c:16]([O:21][CH3:22])[c:17]1[CH2:18][CH2:19][CH3:20]. Starting materials: CCCc1c(OC)ccc(C(=O)N2CCSC2)c1OCOC, CO, Cc1ccc(S(=O)(=O)O)cc1. The product is CCCc1c(OC)ccc(C(=O)N2CCSC2)c1O. The reactants are CN(C)C=O, CCN(C(C)C)C(C)C, O=C(Cl)C1CCC1, NCc1nnc[nH]c1=O, c1ccncc1. Yields the product O=C(NCc1nnc[nH]c1=O)C1CCC1. Reaction SMILES: [CH3:26][N:27]([CH3:28])[CH:29]=[O:30].[CH:10]([N:11]([CH2:12][CH3:13])[CH:14]([CH3:15])[CH3:16])([CH3:17])[CH3:18].[CH:19]1([C:23](=[O:24])[Cl:25])[CH2:20][CH2:21][CH2:22]1.[NH2:1][CH2:2][c:3]1[c:4](=[O:9])[nH:5][cH:6][n:7][n:8]1.[cH:31]1[cH:32][cH:33][n:34][cH:35][cH:36]1>>[NH:1]([CH2:2][c:3]1[c:4](=[O:9])[nH:5][cH:6][n:7][n:8]1)[C:23]([CH:19]1[CH2:20][CH2:21][CH2:22]1)=[O:24]. The reactants are C(C)(C)C1=CC=C(OC(C(=O)OCC)CC2=CC=C(C=C2)OCCNC(C2=CC=C(C=C2)C2=CC=C(C=N2)[N+](=O)[O-])=O)C=C1 (ethyl 2-(4-isopropylphenoxy)-3-[4-[2-[4-(3-nitropyridine-6-yl)benzoylamino]ethoxy]phenyl]propionate), product, [OH-].[Na+] (sodium hydroxide). Product: C(C)(C)C1=CC=C(OC(C(=O)O)CC2=CC=C(C=C2)OCCNC(C2=CC=C(C=C2)C2=CC=C(C=N2)[N+](=O)[O-])=O)C=C1 (2-(4-Isopropylphenoxy)-3-[4-[2-[4-(3-nitropyridine-6-yl)benzoylamino]ethoxy]phenyl]propionic acid). The yield is 57.1%. Reaction SMILES: [CH:1]([C:4]1[CH:44]=[CH:43][C:7]([O:8][CH:9]([CH2:15][C:16]2[CH:21]=[CH:20][C:19]([O:22][CH2:23][CH2:24][NH:25][C:26](=[O:42])[C:27]3[CH:32]=[CH:31][C:30]([C:33]4[N:38]=[CH:37][C:36]([N+:39]([O-:41])=[O:40])=[CH:35][CH:34]=4)=[CH:29][CH:28]=3)=[CH:18][CH:17]=2)[C:10]([O:12]CC)=[O:11])=[CH:6][CH:5]=1)([CH3:3])[CH3:2].[OH-].[Na+]>>[CH:1]([C:4]1[CH:5]=[CH:6][C:7]([O:8][CH:9]([CH2:15][C:16]2[CH:17]=[CH:18][C:19]([O:22][CH2:23][CH2:24][NH:25][C:26](=[O:42])[C:27]3[CH:32]=[CH:31][C:30]([C:33]4[N:38]=[CH:37][C:36]([N+:39]([O-:41])=[O:40])=[CH:35][CH:34]=4)=[CH:29][CH:28]=3)=[CH:20][CH:21]=2)[C:10]([OH:12])=[O:11])=[CH:43][CH:44]=1)([CH3:3])[CH3:2] |f:1.2|. Procedure: In a similar manner to that described in Example 2, ethyl 2-(4-isopropylphenoxy)-3-[4-[2-[4-(3-nitropyridine-6-yl)benzoylamino]ethoxy]phenyl]propionate (397 mg), which is the product of Example 108, was reacted with aqueous sodium hydroxide solution (1N, 1.30 ml) and the reaction mixture was treated to give the title compound (216 mg) as a white powder. Reactants: C[Si](C)(C)CNC(=O)c1ccc(CBr)c2ccccc12, CC(=O)[O-], COC(C)(C)C, [Na+], CN(C)C=O. Product: CC(=O)OCc1ccc(C(=O)NC[Si](C)(C)C)c2ccccc12. As a reaction SMILES: [Br:6][CH2:7][c:8]1[cH:9][cH:10][c:11]([C:18](=[O:19])[NH:20][CH2:21][Si:22]([CH3:23])([CH3:24])[CH3:25])[c:12]2[cH:13][cH:14][cH:15][cH:16][c:17]12.[CH3:2][C:3]([O-:4])=[O:5].[CH3:31][O:32][C:33]([CH3:34])([CH3:35])[CH3:36].[Na+:1].[O:26]=[CH:27][N:28]([CH3:29])[CH3:30]>>[CH3:2][C:3]([O:4][CH2:7][c:8]1[cH:9][cH:10][c:11]([C:18](=[O:19])[NH:20][CH2:21][Si:22]([CH3:23])([CH3:24])[CH3:25])[c:12]2[cH:13][cH:14][cH:15][cH:16][c:17]12)=[O:5]. Reactants: CNc1nc(C)c(S(=O)(=O)N(C)C)s1, O=C(Cl)OC(Cl)(Cl)Cl, C1COCCO1. Yields the product Cc1nc(N(C)C(=O)Cl)sc1S(=O)(=O)N(C)C. Reaction SMILES: [CH3:9][N:10]([S:11](=[O:12])(=[O:13])[c:14]1[c:15]([CH3:21])[n:16][c:17]([NH:19][CH3:20])[s:18]1)[CH3:22].[Cl:1][C:2]([O:4][C:3]([Cl:5])([Cl:6])[Cl:7])=[O:8].[O:23]1[CH2:24][CH2:25][O:26][CH2:27][CH2:28]1>>[Cl:1][C:2](=[O:4])[N:19]([c:17]1[n:16][c:15]([CH3:21])[c:14]([S:11]([N:10]([CH3:9])[CH3:22])(=[O:12])=[O:13])[s:18]1)[CH3:20]. The reactants are OC(C#C)C=1N(C=CC1)C (3-Hydroxy-3-(1-methyl-pyrrol-2-yl)-1-propyne), BrC1=C2/C(/C(NC2=CC=C1)=O)=C/C=1NC=CC1OC ((Z)-4-bromo-1,3-dihydro-3-[(3-methoxy-1H-pyrrol-2-yl)methylene]-2H-indol-2-one), BrC1=C2/C(/C(NC2=CC=C1)=O)=C/C=1NC=CC1OC ((Z)-4-bromo-1,3-dihydro-3-[(3-methoxy-1H-pyrrol-2-yl)methylene]-2H-indol-2-one). Reagents/catalysts: [Cu]I (CuI), Cl[Pd]([P](C1=CC=CC=C1)(C2=CC=CC=C2)C3=CC=CC=C3)([P](C4=CC=CC=C4)(C5=CC=CC=C5)C6=CC=CC=C6)Cl ((Ph3P)2PdCl2). The solvent is CCN(CC)CC (Et3N), CN(C)C=O (DMF). The product is OC(C#CC1=C2/C(/C(NC2=CC=C1)=O)=C/C=1NC=CC1OC)C=1N(C=CC1)C (rac-(Z)-1,3-dihydro-4-[3-hydroxy-3-(1-methyl-pyrrol-2-yl)-1-propynyl]-3-[(3-methoxy-1H-pyrrol-2-yl)methylene]-2H-indol-2-one). Reaction SMILES: [OH:1][CH:2]([C:5]1[N:6]([CH3:10])[CH:7]=[CH:8][CH:9]=1)[C:3]#[CH:4].Br[C:12]1[CH:20]=[CH:19][CH:18]=[C:17]2[C:13]=1/[C:14](=[CH:22]/[C:23]1[NH:24][CH:25]=[CH:26][C:27]=1[O:28][CH3:29])/[C:15](=[O:21])[NH:16]2>Cl[Pd](Cl)([P](C1C=CC=CC=1)(C1C=CC=CC=1)C1C=CC=CC=1)[P](C1C=CC=CC=1)(C1C=CC=CC=1)C1C=CC=CC=1.[Cu]I.CN(C=O)C.CCN(CC)CC>[OH:1][CH:2]([C:5]1[N:6]([CH3:10])[CH:7]=[CH:8][CH:9]=1)[C:3]#[C:4][C:12]1[CH:20]=[CH:19][CH:18]=[C:17]2[C:13]=1/[C:14](=[CH:22]/[C:23]1[NH:24][CH:25]=[CH:26][C:27]=1[O:28][CH3:29])/[C:15](=[O:21])[NH:16]2 |^1:32,51|. Reported procedure: Using Method D above, 3-hydroxy-3-(1-methyl-pyrrol-2-yl)-1-propyne (132 mg, 0.98 mmol) (from Example 27 above) was coupled to (Z)-4-bromo-1,3-dihydro-3-[(3-methoxy-1H-pyrrol-2-yl)methylene]-2H-indol-2-one (112 mg, 0.35 mmol) (Starting Material 2) using (Ph3P)2PdCl2 (31 mg)(Aldrich) and CuI (17 mg)(Aldrich) as catalyst in DMF (3 mL) and Et3N (3 mL) as solvent at 70° C. for 28 h, yielding rac-(Z)-1,3-dihydro-4-[3-hydroxy-3-(1-methyl-pyrrol-2-yl)-1-propynyl]-3-[(3-methoxy-1H-pyrrol-2-yl)methylene]-... Reactants: NC1=CC(=CN1C(C1=CC=CC=C1)C1=CC=C(C=C1)F)C#N (5-amino-1-[(4-fluorophenyl)(phenyl)methyl]-1H-pyrrole-3-carbonitrile), C([O-])(O)=O.[Na+] (sodium bicarbonate), C(C)(=O)CC(C)=O (acetylacetone), Cl (hydrochloric acid). Run in C(C)O (ethanol). Yields the product FC1=CC=C(C=C1)C(N1C=C(C=2C1=NC(=CC2C)C)C#N)C2=CC=CC=C2 (1-[(4-Fluorophenyl)(phenyl)methyl]-4,6-dimethyl-1H-pyrrolo[2,3-b]pyridine-3-carbonitrile). RXN SMILES: [NH2:1][C:2]1[N:6]([CH:7]([C:14]2[CH:19]=[CH:18][C:17]([F:20])=[CH:16][CH:15]=2)[C:8]2[CH:13]=[CH:12][CH:11]=[CH:10][CH:9]=2)[CH:5]=[C:4]([C:21]#[N:22])[CH:3]=1.[C:23]([CH2:26][C:27](=O)[CH3:28])(=O)[CH3:24].Cl.C(=O)(O)[O-].[Na+]>C(O)C>[F:20][C:17]1[CH:16]=[CH:15][C:14]([CH:7]([C:8]2[CH:9]=[CH:10][CH:11]=[CH:12][CH:13]=2)[N:6]2[C:2]3=[N:1][C:23]([CH3:24])=[CH:26][C:27]([CH3:28])=[C:3]3[C:4]([C:21]#[N:22])=[CH:5]2)=[CH:19][CH:18]=1 |f:3.4|. Reported procedure: To a solution of 5-amino-1-[(4-fluorophenyl)(phenyl)methyl]-1H-pyrrole-3-carbonitrile (13.7 g, 47.0 mmol) in ethanol (200 ml) was sequentially added acetylacetone (5.66 g, 56.6 mmol) and concentrated hydrochloric acid (2.0 ml). The mixture was heated under reflux for 3 hours, poured into saturated sodium bicarbonate solution and extracted with ethyl acetate. The extract was washed with water and dried over anhydrous magnesium sulfate, and the solvent was distilled off under reduced pressure. The...